From a dataset of the Open Reaction Database (ORD), a public repository of structured organic reaction records. describe an organic reaction: reactants, conditions, products, and yield Reactants: FC1=C(C(=CC=C1)F)C=1OCC(N1)(C)C (2-(2,6-difluorophenyl)-4,4-dimethyl-2-oxazoline), p,p'-di-t-butyl biphenyl, [Li] (Lithium), C(C(C)(C)C)Cl (neopentyl chloride), C(=O)(O)[O-].[Na+] (NaHCO3). Solvent: C1CCOC1 (THF). Reaction conditions: temperature 0 celsius, time 24 hour. Yields the product CC(CC1=C(C(=O)NCC)C(=CC=C1)F)(C)C (2-(2,2-Dimethylpropyl)-N-ethyl-6-fluorobenzamide). Yield: 27.0%. As a reaction SMILES: [Li].[CH2:2](Cl)[C:3]([CH3:6])([CH3:5])[CH3:4].[F:8][C:9]1[CH:14]=[CH:13][CH:12]=[C:11](F)[C:10]=1[C:16]1[O:17][CH2:18][C:19](C)(C)[N:20]=1.C([O-])(O)=O.[Na+]>C1COCC1>[CH3:4][C:3]([CH3:6])([CH3:5])[CH2:2][C:11]1[CH:12]=[CH:13][CH:14]=[C:9]([F:8])[C:10]=1[C:16]([NH:20][CH2:19][CH3:18])=[O:17] |f:3.4,^1:0|. Procedure details: A solution of p,p'-di-t-butyl biphenyl (5.559 g, 0.021 mol) and THF (100 mL) was stirred at 0° C. under an atmosphere of argon. Lithium wire (0.021 mol, 0.15 g) was added in small pieces and the mixture was allowed to stir at 0° C. for 24 h. The mixture was cooled to -78° C. and neopentyl chloride (2.0 g, 0.01875 mol) was added dropwise. The mixture was stirred at -78° C. for 1 h, and the compound of Example g (3.17 g, 0.015 mol) was added all at once. The mixture was continuously stirred or 4 h... Starting materials: BrC=1C=C2CCC(C2=CC1)=NO (5-bromoindan-1-one oxime), C(#N)C1=CC=C(C=C1)B(O)O (4-cyanophenyl boronic acid). The product is O\N=C\1/CCC2=CC(=CC=C12)C1=CC=C(C#N)C=C1 (4-[(1E)-1-(hydroxyimino)-2,3-dihydro-1H-inden-5-yl]benzonitrile). RXN SMILES: Br[C:2]1[CH:3]=[C:4]2[C:8](=[CH:9][CH:10]=1)[C:7](=[N:11][OH:12])[CH2:6][CH2:5]2.[C:13]([C:15]1[CH:20]=[CH:19][C:18](B(O)O)=[CH:17][CH:16]=1)#[N:14]>>[OH:12]/[N:11]=[C:7]1\[CH2:6][CH2:5][C:4]2[C:8]\1=[CH:9][CH:10]=[C:2]([C:18]1[CH:19]=[CH:20][C:15]([C:13]#[N:14])=[CH:16][CH:17]=1)[CH:3]=2. Procedure: The title compound was prepared from 5-bromoindan-1-one oxime and 4-cyanophenyl boronic acid according to the procedure described in example 6. MS (ESI) m/z 249; HRMS: calcd for C16H12N2O+H+, 249.10224; found (ESI, [M+H]+), 249.1021. Starting materials: COC(=O)COCC=CCN1C(=O)CCCC1CO, CO, [H][H]. Product: COC(=O)COCCCCN1C(=O)CCCC1CO. RXN SMILES: [CH3:1][O:2][C:3]([CH2:4][O:5][CH2:6][CH:7]=[CH:8][CH2:9][N:10]1[CH:11]([CH2:17][OH:18])[CH2:12][CH2:13][CH2:14][C:15]1=[O:16])=[O:19].[CH3:22][OH:23].[H:20][H:21]>>[CH3:1][O:2][C:3]([CH2:4][O:5][CH2:6][CH2:7][CH2:8][CH2:9][N:10]1[CH:11]([CH2:17][OH:18])[CH2:12][CH2:13][CH2:14][C:15]1=[O:16])=[O:19]. Reactants: ClC=1C=C(C=CC1)CCN (2-(3-chlorophenyl)ethylamine), CC=1N=C(N2N=C(N=C(C21)N2N=CN=C2)C2=C(C=CC=C2)OCC)CCC (Ethyl 2-[5-methyl-7-propyl-4-(1H-1,2,4-triazol-1-yl)imidazo[5,1-f][1,2,4]triazin-2-yl]phenyl ether). The solvent is C(C)N(CC)CC (triethylamine), C(C)N(CC)CC (triethylamine). Product: ClC=1C=C(C=CC1)CCNC1=NC(=NN2C1=C(N=C2CCC)C)C2=C(C=CC=C2)OCC (N-[2-(3-Chlorophenyl)ethyl]-2-(2-ethoxyphenyl)-5-methyl-7-propylimidazo[5,1-f]-[1,2,4]triazin-4-amine). RXN SMILES: [Cl:1][C:2]1[CH:3]=[C:4]([CH2:8][CH2:9][NH2:10])[CH:5]=[CH:6][CH:7]=1.[CH3:11][C:12]1[N:13]=[C:14]([CH2:35][CH2:36][CH3:37])[N:15]2[C:20]=1[C:19](N1C=NC=N1)=[N:18][C:17]([C:26]1[CH:31]=[CH:30][CH:29]=[CH:28][C:27]=1[O:32][CH2:33][CH3:34])=[N:16]2>C(N(CC)CC)C>[Cl:1][C:2]1[CH:3]=[C:4]([CH2:8][CH2:9][NH:10][C:19]2[C:20]3=[C:12]([CH3:11])[N:13]=[C:14]([CH2:35][CH2:36][CH3:37])[N:15]3[N:16]=[C:17]([C:26]3[CH:31]=[CH:30][CH:29]=[CH:28][C:27]=3[O:32][CH2:33][CH3:34])[N:18]=2)[CH:5]=[CH:6][CH:7]=1. Procedure details: In a parallel synthetic run, 18.7 mg (0.12 mmol) of 2-(3-chlorophenyl)ethylamine are introduced into a reaction vessel and treated with 1,2-dichloroethane solutions of Example 39A and triethylamine. The amount added is 29.1 mg (0.08 mmol; solution: 0.08 mol/l) of Example 39A and 8.10 mg (0.08 mmol; solution: 0.08 mol/l) of triethylamine. Reactants: NCc1ccccc1, CS(=O)(=O)OC1CN(c2ccc([N+](=O)[O-])cc2)C1, O. Yields the product O=[N+]([O-])c1ccc(N2CC(NCc3ccccc3)C2)cc1. RXN SMILES: [CH2:19]([c:20]1[cH:21][cH:22][cH:23][cH:24][cH:25]1)[NH2:26].[N+:1](=[O:2])([O-:3])[c:4]1[cH:5][cH:6][c:7]([N:10]2[CH2:11][CH:12]([O:14][S:15]([CH3:16])(=[O:17])=[O:18])[CH2:13]2)[cH:8][cH:9]1.[OH2:27]>>[N+:1](=[O:2])([O-:3])[c:4]1[cH:5][cH:6][c:7]([N:10]2[CH2:11][CH:12]([NH:26][CH2:19][c:20]3[cH:21][cH:22][cH:23][cH:24][cH:25]3)[CH2:13]2)[cH:8][cH:9]1. Starting materials: O=C([O-])[O-], O=C([O-])C(F)(F)Cl, Oc1cc(C(F)(F)F)ccc1F, [K+], [K+], [Na+], CN(C)C=O, O. The product is Fc1ccc(C(F)(F)F)cc1OC(F)F. As a reaction SMILES: [C:26](=[O:27])([O-:28])[O-:29].[Cl:13][C:14]([C:15]([O-:16])=[O:17])([F:18])[F:19].[F:1][c:2]1[c:3]([OH:12])[cH:4][c:5]([C:8]([F:9])([F:10])[F:11])[cH:6][cH:7]1.[K+:30].[K+:31].[Na+:20].[O:21]=[CH:22][N:23]([CH3:24])[CH3:25].[OH2:32]>>[F:1][c:2]1[c:3]([O:12][CH:14]([F:18])[F:19])[cH:4][c:5]([C:8]([F:9])([F:10])[F:11])[cH:6][cH:7]1.